The task is: describe an organic reaction: reactants, conditions, products, and yield. This data is from the Open Reaction Database (ORD), a public repository of structured organic reaction records. The reactants are BrC1CCCC1, Sc1ccccc1, O=S(=O)(c1ccccc1)C1CCCC1. Product: c1ccc(SC2CCCC2)cc1. RXN SMILES: [CH:22]1([Br:23])[CH2:24][CH2:25][CH2:26][CH2:27]1.[SH:15][c:16]1[cH:17][cH:18][cH:19][cH:20][cH:21]1.[c:1]1([S:7](=[O:8])(=[O:9])[CH:10]2[CH2:11][CH2:12][CH2:13][CH2:14]2)[cH:2][cH:3][cH:4][cH:5][cH:6]1>>[c:1]1([S:7][CH:10]2[CH2:11][CH2:12][CH2:13][CH2:14]2)[cH:2][cH:3][cH:4][cH:5][cH:6]1. Starting materials: C(C1=CC=CC=C1)OC(=O)N[C@@H](CC1=CC=C(C=C1)O)C(=O)OC(C)(C)C (tert-butyl N-[(benzyloxy)carbonyl]-L-tyrosinate), C([O-])([O-])=O.[K+].[K+] (potassium carbonate), BrC(C(=O)OC(C)(C)C)(C)C (tert-butyl 2-bromo-2-methylpropanoate), O (water). The solvent is CN(C=O)C (N,N-dimethylformamide). Reaction conditions: temperature 90 celsius, time 8 hour. The product is C(C1=CC=CC=C1)OC(=O)N[C@@H](CC1=CC=C(C=C1)OC(C(=O)OC(C)(C)C)(C)C)C(=O)OC(C)(C)C (tert-butyl N-[(benzyloxy)carbonyl]-O-(1-tert-butoxy-2-methyl-1-oxopropan-2-yl)-L-tyrosinate). Reaction SMILES: [CH2:1]([O:8][C:9]([NH:11][C@H:12]([C:21]([O:23][C:24]([CH3:27])([CH3:26])[CH3:25])=[O:22])[CH2:13][C:14]1[CH:19]=[CH:18][C:17]([OH:20])=[CH:16][CH:15]=1)=[O:10])[C:2]1[CH:7]=[CH:6][CH:5]=[CH:4][CH:3]=1.C(=O)([O-])[O-].[K+].[K+].Br[C:35]([CH3:44])([CH3:43])[C:36]([O:38][C:39]([CH3:42])([CH3:41])[CH3:40])=[O:37].O>CN(C)C=O>[CH2:1]([O:8][C:9]([NH:11][C@H:12]([C:21]([O:23][C:24]([CH3:27])([CH3:26])[CH3:25])=[O:22])[CH2:13][C:14]1[CH:15]=[CH:16][C:17]([O:20][C:35]([CH3:44])([CH3:43])[C:36]([O:38][C:39]([CH3:42])([CH3:41])[CH3:40])=[O:37])=[CH:18][CH:19]=1)=[O:10])[C:2]1[CH:3]=[CH:4][CH:5]=[CH:6][CH:7]=1 |f:1.2.3|. Reported procedure: To a solution of tert-butyl N-[(benzyloxy)carbonyl]-L-tyrosinate (1.00 g) in N,N-dimethylformamide (10.0 mL) were added potassium carbonate (2.71 g) and tert-butyl 2-bromo-2-methylpropanoate (2.01 mL), followed by stirring at 90° C. overnight. To the reaction suspension was added water, followed by extraction with ethyl acetate. The organic layer was dried over anhydrous sodium sulfate and concentrated under reduced pressure. The residue was purified by silica gel column chromatography (hexane-e... The reactants are FC=1C=NC(=NC1Cl)Cl (5-fluoro-2,6-dichloropyrimidine), CNC(C1=C(C=CC=C1)NC)=O (N-methyl-2-methylamino-benzamide), C([O-])([O-])=O.[K+].[K+] (potassium carbonate). The solvent is CN(C)C=O (DMF). Product: ClC1=NC=C(C(=N1)N(C1=C(C(=O)NC)C=CC=C1)C)F (2-[(2-chloro-5-fluoro-pyrimidin-4-yl)-methyl-amino]-N-methyl-benzamide). Yield: 26.0%. As a reaction SMILES: [F:1][C:2]1[CH:3]=[N:4][C:5]([Cl:9])=[N:6][C:7]=1Cl.[CH3:10][NH:11][C:12](=[O:21])[C:13]1[CH:18]=[CH:17][CH:16]=[CH:15][C:14]=1[NH:19][CH3:20].C(=O)([O-])[O-].[K+].[K+]>CN(C=O)C>[Cl:9][C:5]1[N:6]=[C:7]([N:19]([CH3:20])[C:14]2[CH:15]=[CH:16][CH:17]=[CH:18][C:13]=2[C:12]([NH:11][CH3:10])=[O:21])[C:2]([F:1])=[CH:3][N:4]=1 |f:2.3.4|. Procedure details: A mixture of 5-fluoro-2,6-dichloropyrimidine (1.0 g, 6 mmol, 2.0 eq.), N-methyl-2-methylamino-benzamide (0.5 g, 3 mmol), and potassium carbonate (0.85 g, 6 mmol, 2.0 eq.) was stirred in DMF (100 mL) for 24 h. The solvent was removed under high vacuum and the residue was purified on silica gel with DCM/MeOH (9.5/0.5) to give 2-[(2-chloro-5-fluoro-pyrimidin-4-yl)-methyl-amino]-N-methyl-benzamide (230 mg, 26%): 1H NMR (300 MHz, CD3OD) δ 7.93 (dd, 1H), 7.73 (dd, 1H), 7.6 (m, 3H), 3.09 (s, 3H), 2.97 ... Reactants: O (Water), CC(C)([O-])C.[K+] (Potassium t-butoxide), BrC1=NC=C(C(=C1)N)C#CC=1C=NN(C1)C (2-bromo-5-((1-methyl-1H-pyrazol-4-yl)ethynyl)pyridin-4-amine), [Cl-].[NH4+] (ammonium chloride), O (water). Run in CN1CCCC1=O (NMP), CN1CCCC1=O.O (NMP water). Reaction conditions: temperature 50 celsius. Yields the product BrC1=CC2=C(C=N1)C=C(N2)C=2C=NN(C2)C (6-Bromo-2-(1-methyl-1H-pyrazol-4-yl)-1H-pyrrolo[3,2-c]pyridine). Isolated yield 92.8%. Reaction SMILES: CC(C)([O-])C.[K+].[Br:7][C:8]1[CH:13]=[C:12]([NH2:14])[C:11]([C:15]#[C:16][C:17]2[CH:18]=[N:19][N:20]([CH3:22])[CH:21]=2)=[CH:10][N:9]=1.[Cl-].[NH4+].O>CN1C(=O)CCC1.CN1C(=O)CCC1.O>[Br:7][C:8]1[N:9]=[CH:10][C:11]2[CH:15]=[C:16]([C:17]3[CH:18]=[N:19][N:20]([CH3:22])[CH:21]=3)[NH:14][C:12]=2[CH:13]=1 |f:0.1,3.4,7.8|. Reported procedure: Potassium t-butoxide (315 mg 2.81 mmole) was dissolved in NMP (3 mL) and 2-bromo-5-((1-methyl-1H-pyrazol-4-yl)ethynyl)pyridin-4-amine (24) (375 mg 1.35 mmole) was added to the stirred solution. The reaction was placed under nitrogen and warmed at 50° C. for 3 hours. The reaction was cooled and 10% ammonium chloride (3 mL) added. Water (21 mL) was heated to about 60° C. and the product solution in NMP/water was added to the water; a solid immediately crashes out. The suspension was allowed to coo... Starting materials: CCCCCCCCCCCC(=O)Cl, Nc1ccc(C(=O)O)cc1, c1ccncc1. The product is CCCCCCCCCCCC(=O)Nc1ccc(C(=O)O)cc1. As a reaction SMILES: [C:11]([CH2:12][CH2:13][CH2:14][CH2:15][CH2:16][CH2:17][CH2:18][CH2:19][CH2:20][CH2:21][CH3:22])(=[O:23])[Cl:24].[NH2:1][c:2]1[cH:3][cH:4][c:5]([C:8]([OH:9])=[O:10])[cH:6][cH:7]1.[cH:25]1[cH:26][cH:27][n:28][cH:29][cH:30]1>>[NH:1]([c:2]1[cH:3][cH:4][c:5]([C:8]([OH:9])=[O:10])[cH:6][cH:7]1)[C:11]([CH2:12][CH2:13][CH2:14][CH2:15][CH2:16][CH2:17][CH2:18][CH2:19][CH2:20][CH2:21][CH3:22])=[O:23]. Starting materials: IC=1N(C=C(N1)C=1SC(=CC1)C)C (2-Iodo-1-methyl-4-(5-methylthiophen-2-yl)-1H-imidazole), CC1(C2=CC=CC=C2C=2C=CC(=CC12)B(O)O)C ((9,9-dimethyl-9H-fluoren-2-yl)boronic acid), C(=O)([O-])[O-].[Na+].[Na+] (Na2CO3). The reagents and catalysts are C=1C=CC(=CC1)[P](C=2C=CC=CC2)(C=3C=CC=CC3)[Pd]([P](C=4C=CC=CC4)(C=5C=CC=CC5)C=6C=CC=CC6)([P](C=7C=CC=CC7)(C=8C=CC=CC8)C=9C=CC=CC9)[P](C=1C=CC=CC1)(C=1C=CC=CC1)C=1C=CC=CC1 (Pd(PPh3)4). Solvent: O (H2O), CN(C)C=O (DMF). The product is CC1(C2=CC=CC=C2C=2C=CC(=CC12)C=1N(C=C(N1)C=1SC(=CC1)C)C)C (2-(9,9-dimethyl-9H-fluoren-2-yl)-1-methyl-4-(5-methylthiophen-2-yl)-1H-imidazole). The yield is 77.2%. Reaction SMILES: I[C:2]1[N:3]([CH3:13])[CH:4]=[C:5]([C:7]2[S:8][C:9]([CH3:12])=[CH:10][CH:11]=2)[N:6]=1.[CH3:14][C:15]1([CH3:31])[C:27]2[CH:26]=[C:25](B(O)O)[CH:24]=[CH:23][C:22]=2[C:21]2[C:16]1=[CH:17][CH:18]=[CH:19][CH:20]=2.C([O-])([O-])=O.[Na+].[Na+]>O.CN(C=O)C.C1C=CC([P]([Pd]([P](C2C=CC=CC=2)(C2C=CC=CC=2)C2C=CC=CC=2)([P](C2C=CC=CC=2)(C2C=CC=CC=2)C2C=CC=CC=2)[P](C2C=CC=CC=2)(C2C=CC=CC=2)C2C=CC=CC=2)(C2C=CC=CC=2)C2C=CC=CC=2)=CC=1>[CH3:14][C:15]1([CH3:31])[C:16]2[CH:17]=[C:18]([C:2]3[N:3]([CH3:13])[CH:4]=[C:5]([C:7]4[S:8][C:9]([CH3:12])=[CH:10][CH:11]=4)[N:6]=3)[CH:19]=[CH:20][C:21]=2[C:22]2[C:27]1=[CH:26][CH:25]=[CH:24][CH:23]=2 |f:2.3.4,^1:47,49,68,87|. Procedure: A mixture of 2-iodo-1-methyl-4-(5-methylthiophen-2-yl)-1H-imidazole 6 (1.26 g, 4.16 mmol), (9,9-dimethyl-9H-fluoren-2-yl)boronic acid (1.19 g, 5.00 mmol), Na2CO3 (2.20 g, 20.8 mmol) in H2O (10 mL) and DMF (40 mL) was degassed (N2 bubbling). Pd(PPh3)4 (120 mg, 0.10 mmol) was added and the mixture was heated to reflux for 2 h. The mixture was allowed to cool to room temperature and concentrated. The mixture was filtered through Celite washing with CH2Cl2 and the combined filtrate and washings were... The reactants are C(C1=CC=CC=C1)OC(CCC1C(N(C1C1=CC=C(C=C1)OCC1=CC=CC=C1)C1=CC=C(C=C1)F)=O)C1=CC=C(C=C1)F (3-[3-Benzyloxy-3-(4-fluoro-phenyl)-propyl]-4-(4-benzyloxy-phenyl)-1-(4-fluoro-phenyl)-azetidin-2-one). Reagents/catalysts: [Pd] (Pd/C). The solvent is CO (methanol). Product: FC1=CC=C(C=C1)N1C(C(C1C1=CC=C(C=C1)O)CCC(O)C1=CC=C(C=C1)F)=O (1-(4-Fluoro-phenyl)-3-[3-(4-fluoro-phenyl)-3-hydroxy-propyl]-4-(4-hydroxy-phenyl)-azetidin-2-one). Isolated yield 72.0%. As a reaction SMILES: C([O:8][CH:9]([C:38]1[CH:43]=[CH:42][C:41]([F:44])=[CH:40][CH:39]=1)[CH2:10][CH2:11][CH:12]1[CH:15]([C:16]2[CH:21]=[CH:20][C:19]([O:22]CC3C=CC=CC=3)=[CH:18][CH:17]=2)[N:14]([C:30]2[CH:35]=[CH:34][C:33]([F:36])=[CH:32][CH:31]=2)[C:13]1=[O:37])C1C=CC=CC=1>CO.[Pd]>[F:36][C:33]1[CH:32]=[CH:31][C:30]([N:14]2[CH:15]([C:16]3[CH:17]=[CH:18][C:19]([OH:22])=[CH:20][CH:21]=3)[CH:12]([CH2:11][CH2:10][CH:9]([C:38]3[CH:39]=[CH:40][C:41]([F:44])=[CH:42][CH:43]=3)[OH:8])[C:13]2=[O:37])=[CH:35][CH:34]=1. Procedure details: 10 gms of 3-[3-Benzyloxy-3-(4-fluoro-phenyl)-propyl]-4-(4-benzyloxy-phenyl)-1-(4-fluoro-phenyl)-azetidin-2-one was dissolved in 50 ml of methanol and 5 gms of 5% Pd/C was added at 20-25° C. Reaction mass was maintained about 30 minutes under hydrogen pressure. Filtered the catalyst and washed with methanol. The obtained reaction mass was distilled under vacuum at 70° C. and recrystalised from dichloromethane to produce 5 gms of 1-(4-Fluoro-phenyl)-3-[3-(4-fluoro-phenyl)-3-hydroxy-propyl]-4-(4-hy... Run in CCOCC (ether). Reported procedure: Potassium hydroxide (400 mg, 7.0 mmole) was added to a solution of 1,2-diphenylethane-l,2-diol (I40 mg, 0.65 mmole) in dry ether (30 mL). TsCl (286 mg, 1.5 mmole) was added. The reaction was completed after 1 hour with stirring under N2 atmosphere at RT. A white solid was obtained. The white solid was filtered and washed with dichloromethane. The combined filtrate was concentrated, Recrystallization with methylene chloride and hexane gave the crystalline solid (1.4 g, 44.6%), mp, 110-112 (decomp... The product is C1(=CC=C(C=C1)S(=O)(=O)OC(C(C1=CC=CC=C1)OS(=O)(=O)C1=CC=C(C=C1)C)C1=CC=CC=C1)C (1,2-diphenylethylene bistoluene-p-sulfonate). Reaction conditions: time 1 hour. RXN SMILES: [OH-:1].[K+].[C:3]1([CH:9]([OH:18])[CH:10]([C:12]2[CH:17]=[CH:16][CH:15]=[CH:14][CH:13]=2)[OH:11])[CH:8]=[CH:7][CH:6]=[CH:5][CH:4]=1.[S:19](Cl)([C:22]1[CH:28]=[CH:27][C:25]([CH3:26])=[CH:24][CH:23]=1)(=[O:21])=[O:20]>CCOCC>[C:25]1([CH3:26])[CH:27]=[CH:28][C:22]([S:19]([O:18][CH:9]([C:3]2[CH:4]=[CH:5][CH:6]=[CH:7][CH:8]=2)[CH:10]([O:11][S:19]([C:22]2[CH:28]=[CH:27][C:25]([CH3:26])=[CH:24][CH:23]=2)(=[O:20])=[O:1])[C:12]2[CH:17]=[CH:16][CH:15]=[CH:14][CH:13]=2)(=[O:21])=[O:20])=[CH:23][CH:24]=1 |f:0.1|. Isolated yield 412.1%. The reactants are [OH-].[K+] (Potassium hydroxide), C1(=CC=CC=C1)C(C(O)C1=CC=CC=C1)O (1,2-diphenylethane-l,2-diol), S(=O)(=O)(C1=CC=C(C)C=C1)Cl (TsCl). The reactants are ClC=1C=CC(=C(C1)C(\C=C\1/SC=C(N1CC1CCC1)C)=O)OC ((2Z)-1-(5-chloro-2-methoxyphenyl)-2-[3-(cyclobutylmethyl)-4-methyl-1,3-thiazol-2(3H)-ylidene]ethanone), BrN1C(CCC1=O)=O (N-bromosuccinimide). Solvent: C(C)#N (acetonitrile). Conditions: time 16 hour. The product is BrC1=C(N(/C(/S1)=C/C(=O)C1=C(C=CC(=C1)Cl)OC)CC1CCC1)C ((2Z)-2-[5-bromo-3-(cyclobutylmethyl)-4-methyl-1,3-thiazol-2(3H)-ylidene]-1-(5-chloro-2-methoxyphenyl)ethanone). As a reaction SMILES: [Cl:1][C:2]1[CH:3]=[CH:4][C:5]([O:22][CH3:23])=[C:6]([C:8](=[O:21])/[CH:9]=[C:10]2\[S:11][CH:12]=[C:13]([CH3:20])[N:14]\2[CH2:15][CH:16]2[CH2:19][CH2:18][CH2:17]2)[CH:7]=1.[Br:24]N1C(=O)CCC1=O>C(#N)C>[Br:24][C:12]1[S:11]/[C:10](=[CH:9]\[C:8]([C:6]2[CH:7]=[C:2]([Cl:1])[CH:3]=[CH:4][C:5]=2[O:22][CH3:23])=[O:21])/[N:14]([CH2:15][CH:16]2[CH2:17][CH2:18][CH2:19]2)[C:13]=1[CH3:20]. Procedure: In a 20 mL vial, a solution of Example 169B (620 mg, 1.772 mmol) was dissolved in acetonitrile (4 ml). N-bromosuccinimide (268 mg, 1.506 mmol) was added and the reaction was stirred for 16 hrs. The reaction was concentrated and purified by chromatography over silica gel (hex-EtOAc 4:1 as eluent) to provide the title compound. 1H NMR (300 MHz, DMSO-d6) δ ppm 1.82-1.93 (m, 4 H) 1.95-2.06 (m, 2 H) 2.29 (s, 3 H) 2.71-2.84 (m, 1 H) 3.88 (s, 3 H) 4.06 (d, J=7.12 Hz, 2 H) 6.82 (s, 1 H) 7.14 (d, J=8.82 ... Starting materials: N1(CCCC1)C=1SC(=C(N1)N)C(N)=S (2-pyrrolidino-4-amino-5-thiocarbamoylthiazole), 3(b), OO (hydrogen peroxide). The solvent is C(C)(=O)O (acetic acid). Reaction conditions: temperature 22 celsius, time 1 hour. The product is NC1=C2C(=NS1)N=C(S2)N2CCCC2 (3-Amino-5-pyrrolidino-thiazolo-(4,5-c)-isothiazole). RXN SMILES: [N:1]1([C:6]2[S:7][C:8]([C:12](=[S:14])[NH2:13])=[C:9]([NH2:11])[N:10]=2)[CH2:5][CH2:4][CH2:3][CH2:2]1.OO>C(O)(=O)C>[NH2:13][C:12]1[S:14][N:11]=[C:9]2[N:10]=[C:6]([N:1]3[CH2:2][CH2:3][CH2:4][CH2:5]3)[S:7][C:8]=12. Reported procedure: 5 parts of 2-pyrrolidino-4-amino-5-thiocarbamoylthiazole prepared as described in Example 3(a) and 3(b) are suspended in 50 parts of glacial acetic acid and 1 part of 50 percent strength by weight hydrogen peroxide is added at 20° C. Thereupon, the temperature rises to 30° C. After stirring for one hour at 22° C., the end product is precipitated by means of 100 parts of water, and is filtered off. 4.1 parts (82% of theory) of melting point 262°-264° C. are obtained.